Dataset: the Open Reaction Database (ORD), a public repository of structured organic reaction records. Task: describe an organic reaction: reactants, conditions, products, and yield Reactants: crude product, CCCCC (pentane), CC(=O)[C@H]1CC[C@@H]2[C@@]1(CC[C@H]3[C@H]2CCC4=CC(=O)CC[C@]34C)C (progesterone), C(=O)O (formic acid). The reagents and catalysts are [Zn] (zinc). The solvent is C(Cl)Cl (methylene chloride), C(Cl)Cl (methylene chloride). Run at time 18 hour. Product: CC([C@H]1CC[C@H]2[C@@H]3CC[C@@H]4C=CCC[C@]4(C)[C@H]3CC[C@]12C)=O (5β-pregn-3-en-20-one). Yield: 41.5%. As a reaction SMILES: [CH3:1][C:2]([C@@H:4]1[C@@:8]2([CH3:23])[CH2:9][CH2:10][C@@H:11]3[C@:21]4([CH3:22])[C:15](=[CH:16][C:17]([CH2:19][CH2:20]4)=O)[CH2:14][CH2:13][C@H:12]3[C@@H:7]2[CH2:6][CH2:5]1)=[O:3].C(O)=O.CCCCC>C(Cl)Cl.[Zn]>[CH3:1][C:2](=[O:3])[C@@H:4]1[C@:8]2([CH3:23])[C@H:7]([C@H:12]3[C@H:11]([CH2:10][CH2:9]2)[C@:21]2([CH3:22])[C@@H:15]([CH:16]=[CH:17][CH2:19][CH2:20]2)[CH2:14][CH2:13]3)[CH2:6][CH2:5]1. Procedure: A mixture of 250 mg of progesterone, 7.5 g of zinc dust, 18.75 ml of methylene chloride and 6.25 ml of 90% formic acid was shaken at room temperature for 18 hours, whereupon it was worked up by the procedure described in Example 36. Concentration of a solution of the crude product in methylene chloride with intermittent addition of pentane gave 99.18 mg of 5β-pregn-3-en-20-one, mp 135°-136.5°, 139.5° C., nmr (CDCl3,δ) 5.5 (2, broadened dd; 3--H, 3--H, 4--H), 2.12 (3, S; 21--H) 0.96 (3, S; 19--H)... Yields the product CCC(C(=O)Oc1cc(=O)n(-c2ccccc2)c2ncccc12)c1ccccc1. Reaction SMILES: [H-:19].[H:21][H:22].[Na+:20].[Na+:35].[O:40]=[CH:41][N:42]([CH3:43])[CH3:44].[OH:1][c:2]1[cH:3][c:4](=[O:18])[n:5](-[c:12]2[cH:13][cH:14][cH:15][cH:16][cH:17]2)[c:6]2[n:7][cH:8][cH:9][cH:10][c:11]12.[OH:36][C:37](=[O:38])[O-:39].[c:23]1([CH:29]([C:30](=[O:31])[Cl:32])[CH2:33][CH3:34])[cH:24][cH:25][cH:26][cH:27][cH:28]1>>[O:1]([c:2]1[cH:3][c:4](=[O:18])[n:5](-[c:12]2[cH:13][cH:14][cH:15][cH:16][cH:17]2)[c:6]2[n:7][cH:8][cH:9][cH:10][c:11]12)[C:30]([CH:29]([c:23]1[cH:24][cH:25][cH:26][cH:27][cH:28]1)[CH2:33][CH3:34])=[O:31]. Starting materials: [H-], [H][H], [Na+], [Na+], CN(C)C=O, O=c1cc(O)c2cccnc2n1-c1ccccc1, O=C([O-])O, CCC(C(=O)Cl)c1ccccc1. Reactants: C(C1=CC=CC=C1)(=O)Cl (Benzoyl chloride), [OH-].[Na+] (NaOH), C1=CC=CC=2C3=CC=CC=C3C(C12)COC(=O)N[C@H](C(=O)O)CCN ((S)-2-((((9H-fluoren-9-yl)methoxy)carbonyl)amino)-4-aminobutanoic acid), [OH-].[Na+] (NaOH). The solvent is C1CCOC1 (THF). Run at time 1 hour. Yields the product C1=CC=CC=2C3=CC=CC=C3C(C12)COC(=O)N[C@H](C(=O)O)CCNC(C1=CC=CC=C1)=O ((S)-2-((((9H-fluoren-9-yl)methoxy)carbonyl)amino)-4-benzamidobutanoic acid). RXN SMILES: [C:1](Cl)(=[O:8])[C:2]1[CH:7]=[CH:6][CH:5]=[CH:4][CH:3]=1.[OH-].[Na+].[CH:12]1[C:24]2[CH:23]([CH2:25][O:26][C:27]([NH:29][C@@H:30]([CH2:34][CH2:35][NH2:36])[C:31]([OH:33])=[O:32])=[O:28])[C:22]3[C:17](=[CH:18][CH:19]=[CH:20][CH:21]=3)[C:16]=2[CH:15]=[CH:14][CH:13]=1>C1COCC1>[CH:21]1[C:22]2[CH:23]([CH2:25][O:26][C:27]([NH:29][C@@H:30]([CH2:34][CH2:35][NH:36][C:1](=[O:8])[C:2]3[CH:7]=[CH:6][CH:5]=[CH:4][CH:3]=3)[C:31]([OH:33])=[O:32])=[O:28])[C:24]3[C:16](=[CH:15][CH:14]=[CH:13][CH:12]=3)[C:17]=2[CH:18]=[CH:19][CH:20]=1 |f:1.2|. Reported procedure: Benzoyl chloride (83 mg, 0.588 mmol) and NaOH (0.705 mL, 0.705 mmol) were dropped at the same time to a stirred solution of (S)-2-((((9H-fluoren-9-yl)methoxy)carbonyl)amino)-4-aminobutanoic acid (200 mg, 0.588 mmol) in THF (1.5 mL) and of NaOH (1N, 0.7 mL) at 0° C. The reaction mixture was allowed to stir at rt for 1 h at which time LC-MS showed desired product peak. The reaction solution was acidified with 1N HCl and extracted with EtOAc (60 mL×1). The crude was purified via flash chromatograph... The reactants are BrC=1C=CC=2N(C1)N=CC2C(=O)NC2=C(C=CC(=C2)C(NCC2=C(C=CC=C2)N2CCN(CC2)C)=O)C (6-Bromo-N-(2-methyl-5-(2-(4-methylpiperazin-1-yl)benzylcarbamoyl)phenyl)pyrazolo[1,5-a]pyridine-3-carboxamide), C(Cl)Cl (CH2Cl2), C(Cl)Cl (CH2Cl2), Cl (HCl), C(Cl)Cl (CH2Cl2), C([O-])([O-])=O.[Cs+].[Cs+] (cesium carbonate), CC12OB(OC2(C1)C)C1=CC=NN1C (5-(1,5-dimethyl-2,4-dioxa-3-borabicyclo[3.1.0]hexan-3-yl)-1-methyl-1H-pyrazole), C([O-])([O-])=O.[Cs+].[Cs+] (cesium carbonate), CC12OB(OC2(C1)C)C1=CC=NN1C (5-(1,5-Dimethyl-2,4-dioxa-3-borabicyclo[3.1.0]hexan-3-yl)-1-methyl-1H-pyrazole). Reagents/catalysts: C1=CC=C(C=C1)P([C-]2C=CC=C2)C3=CC=CC=C3.C1=CC=C(C=C1)P([C-]2C=CC=C2)C3=CC=CC=C3.Cl[Pd]Cl.[Fe+2] (PdCl2(dppf)), C1=CC=C(C=C1)P([C-]2C=CC=C2)C3=CC=CC=C3.C1=CC=C(C=C1)P([C-]2C=CC=C2)C3=CC=CC=C3.Cl[Pd]Cl.[Fe+2] (PdCl2(dppf)), C1=CC=C(C=C1)P([C-]2C=CC=C2)C3=CC=CC=C3.C1=CC=C(C=C1)P([C-]2C=CC=C2)C3=CC=CC=C3.Cl[Pd]Cl.[Fe+2] (PdCl2(dppf)). Run in CCOC(=O)C.CCO (EtOAc EtOH), COCCOC (DME), O (water), O1CCOCC1 (dioxane). The product is Cl.CN1N=CC=C1C=1C=CC=2N(C1)N=CC2C(=O)NC2=C(C=CC(=C2)C(NCC2=C(C=CC=C2)N2CCN(CC2)C)=O)C (6-(1-Methyl-1H-pyrazol-5-yl)-N-(2-methyl-5-(2-(4-methylpiperazin-1-yl)benzylcarbamoyl)phenyl)pyrazolo[1,5-a]pyridine-3-carboxamide Hydrochloride). RXN SMILES: Br[C:2]1[CH:3]=[CH:4][C:5]2[N:6]([N:8]=[CH:9][C:10]=2[C:11]([NH:13][C:14]2[CH:19]=[C:18]([C:20](=[O:36])[NH:21][CH2:22][C:23]3[CH:28]=[CH:27][CH:26]=[CH:25][C:24]=3[N:29]3[CH2:34][CH2:33][N:32]([CH3:35])[CH2:31][CH2:30]3)[CH:17]=[CH:16][C:15]=2[CH3:37])=[O:12])[CH:7]=1.CC12CC1(C)OB([C:46]1[N:50]([CH3:51])[N:49]=[CH:48][CH:47]=1)O2.C(=O)([O-])[O-].[Cs+].[Cs+].C(Cl)[Cl:59].Cl>COCCOC.O.O1CCOCC1.C1C=CC(P(C2C=CC=CC=2)[C-]2C=CC=C2)=CC=1.C1C=CC(P(C2C=CC=CC=2)[C-]2C=CC=C2)=CC=1.Cl[Pd]Cl.[Fe+2].CCOC(C)=O.CCO>[ClH:59].[CH3:51][N:50]1[C:46]([C:2]2[CH:3]=[CH:4][C:5]3[N:6]([N:8]=[CH:9][C:10]=3[C:11]([NH:13][C:14]3[CH:19]=[C:18]([C:20](=[O:36])[NH:21][CH2:22][C:23]4[CH:28]=[CH:27][CH:26]=[CH:25][C:24]=4[N:29]4[CH2:34][CH2:33][N:32]([CH3:35])[CH2:31][CH2:30]4)[CH:17]=[CH:16][C:15]=3[CH3:37])=[O:12])[CH:7]=2)=[CH:47][CH:48]=[N:49]1 |f:2.3.4,10.11.12.13,14.15,16.17|. Procedure details: 6-Bromo-N-(2-methyl-5-(2-(4-methylpiperazin-1-yl)benzylcarbamoyl)phenyl)pyrazolo[1,5-a]pyridine-3-carboxamide (169 mg, 0.301 mmol), 5-(1,5-dimethyl-2,4-dioxa-3-borabicyclo[3.1.0]hexan-3-yl)-1-methyl-1H-pyrazole (75 mg, 0.391 mmol) and cesium carbonate (392 mg, 1.204 mmol) in DME (3209 μL) and water (1284 ul) were combined to give a yellow solution. PdCl2(dppf).CH2Cl2 adduct (6.15 mg, 7.52 μmol) was added and the mixture was heated using microwave radiation at 100° C. for 1 hr. A further portion ... The reactants are NC=1C=C2C(=C(C=NC2=CC1)C#N)NC1=CC(=CC=C1)Cl (6-amino-4-[(3-chlorophenyl)amino]-3-quinolinecarbonitrile), CN1CCOCC1 (N-methylmorpholine), ClC(=O)OCC(C)C (isobutyl chloroformate), C(C#CC)(=O)O (2-butynoic acid). Solvent: CN(C)C=O (DMF), C1CCOC1 (THF), O (water), C1CCOC1 (THF). Reaction conditions: temperature 0 celsius, time 10 minute. Yields the product ClC=1C=C(C=CC1)NC1=C(C=NC2=CC=C(C=C12)NC(C#CC)=O)C#N (N-{4-[(3-Chlorophenyl)amino]-3-cyano-6-quinolinyl]-2-butynamide). Isolated yield 79.7%. RXN SMILES: [C:1]([OH:6])(=O)[C:2]#[C:3][CH3:4].CN1CCOCC1.ClC(OCC(C)C)=O.[NH2:22][C:23]1[CH:24]=[C:25]2[C:30](=[CH:31][CH:32]=1)[N:29]=[CH:28][C:27]([C:33]#[N:34])=[C:26]2[NH:35][C:36]1[CH:41]=[CH:40][CH:39]=[C:38]([Cl:42])[CH:37]=1>C1COCC1.CN(C=O)C.O>[Cl:42][C:38]1[CH:37]=[C:36]([NH:35][C:26]2[C:25]3[C:30](=[CH:31][CH:32]=[C:23]([NH:22][C:1](=[O:6])[C:2]#[C:3][CH3:4])[CH:24]=3)[N:29]=[CH:28][C:27]=2[C:33]#[N:34])[CH:41]=[CH:40][CH:39]=1. Procedure: Dissolved 428 mg (5.09 mmol) 2-butynoic acid in 40 ml THF and chilled to 0° C. under N2. Added 560 μl (5.09 mmol) N-methylmorpholine and 662 μl (5.09 mmol) isobutyl chloroformate and stirred for 10 minutes. Added dropwise a solution of 1.00 g (3.39 mmol) 6-amino-4-[(3-chlorophenyl)amino]-3-quinolinecarbonitrile in 2 ml DMF and 20 ml THF. Removed ice bath at 15 minutes and stirred at 25° C. overnight. Stripped solvent, slurried residue with water and collected solids. Boiled in ethyl acetate, col... The reactants are O=C(O)Cc1cccc2c(=O)cc(C3=CCCCC3)oc12, CO, O, O=S(=O)(O)O. Yields the product COC(=O)Cc1cccc2c(=O)cc(C3=CCCCC3)oc12. As a reaction SMILES: [C:1]1([c:7]2[o:8][c:9]3[c:10]([c:11](=[O:13])[cH:12]2)[cH:14][cH:15][cH:16][c:17]3[CH2:18][C:19](=[O:20])[OH:21])=[CH:2][CH2:3][CH2:4][CH2:5][CH2:6]1.[CH3:27][OH:28].[OH2:29].[S:22](=[O:23])(=[O:24])([OH:25])[OH:26]>>[C:1]1([c:7]2[o:8][c:9]3[c:10]([c:11](=[O:13])[cH:12]2)[cH:14][cH:15][cH:16][c:17]3[CH2:18][C:19](=[O:20])[O:21][CH3:27])=[CH:2][CH2:3][CH2:4][CH2:5][CH2:6]1. Starting materials: C=CCC1(CCNCC2CC2)c2cc(OC)ccc2CCC12OCCO2, CCO, Cl. Product: C=CCC12CCN(CC3CC3)C1=CCc1ccc(OC)cc12. As a reaction SMILES: [CH2:1]([CH:2]=[CH2:3])[C:4]1([CH2:20][CH2:21][NH:22][CH2:23][CH:24]2[CH2:25][CH2:26]2)[C:5]2([CH2:6][CH2:7][c:8]3[cH:9][cH:10][c:11]([O:14][CH3:15])[cH:12][c:13]31)[O:16][CH2:17][CH2:18][O:19]2.[CH3:28][CH2:29][OH:30].[ClH:27]>>[CH2:1]([CH:2]=[CH2:3])[C:4]12[C:5](=[CH:6][CH2:7][c:8]3[cH:9][cH:10][c:11]([O:14][CH3:15])[cH:12][c:13]31)[N:22]([CH2:23][CH:24]1[CH2:25][CH2:26]1)[CH2:21][CH2:20]2.